This data is from the Open Reaction Database (ORD), a public repository of structured organic reaction records. The task is: describe an organic reaction: reactants, conditions, products, and yield The reactants are CC(=O)C12CC3CC1CC(C(=O)O)(C3)C2, CC(=O)Cl, CO. Yields the product COC(=O)C12CC3CC(C1)C(C(C)=O)(C3)C2. Reaction SMILES: [C:1]([CH3:2])(=[O:3])[C:4]12[CH2:5][C:6]3([C:13](=[O:14])[OH:15])[CH2:7][CH:8]1[CH2:9][CH:10]([CH2:11]2)[CH2:12]3.[CH3:16][C:17](=[O:18])[Cl:19].[CH3:20][OH:21]>>[C:1]([CH3:2])(=[O:3])[C:4]12[CH2:5][C:6]3([C:13](=[O:14])[O:15][CH3:16])[CH2:7][CH:8]1[CH2:9][CH:10]([CH2:11]2)[CH2:12]3. Starting materials: BrCCCCCCc1cccc(OCc2ccccc2)c1OCc1ccccc1, O=C([O-])[O-], CC(C)=O, [I-], [K+], [K+], [K+], CN(C)C=O, CCCCCCCCCCCCCCCCCCOc1cc(O)cc(C(=O)OCc2ccccc2)c1. The product is CCCCCCCCCCCCCCCCCCOc1cc(OCCCCCCc2cccc(OCc3ccccc3)c2OCc2ccccc2)cc(C(=O)OCc2ccccc2)c1. As a reaction SMILES: [Br:37][CH2:38][CH2:39][CH2:40][CH2:41][CH2:42][CH2:43][c:44]1[c:45]([O:58][CH2:59][c:60]2[cH:61][cH:62][cH:63][cH:64][cH:65]2)[c:46]([O:50][CH2:51][c:52]2[cH:53][cH:54][cH:55][cH:56][cH:57]2)[cH:47][cH:48][cH:49]1.[C:68](=[O:69])([O-:70])[O-:71].[CH3:74][C:75](=[O:76])[CH3:77].[I-:67].[K+:66].[K+:72].[K+:73].[O:78]=[CH:79][N:80]([CH3:81])[CH3:82].[c:1]1([CH2:7][O:8][C:9]([c:10]2[cH:11][c:12]([OH:35])[cH:13][c:14]([O:16][CH2:17][CH2:18][CH2:19][CH2:20][CH2:21][CH2:22][CH2:23][CH2:24][CH2:25][CH2:26][CH2:27][CH2:28][CH2:29][CH2:30][CH2:31][CH2:32][CH2:33][CH3:34])[cH:15]2)=[O:36])[cH:2][cH:3][cH:4][cH:5][cH:6]1>>[c:1]1([CH2:7][O:8][C:9]([c:10]2[cH:11][c:12]([O:35][CH2:38][CH2:39][CH2:40][CH2:41][CH2:42][CH2:43][c:44]3[c:45]([O:58][CH2:59][c:60]4[cH:61][cH:62][cH:63][cH:64][cH:65]4)[c:46]([O:50][CH2:51][c:52]4[cH:53][cH:54][cH:55][cH:56][cH:57]4)[cH:47][cH:48][cH:49]3)[cH:13][c:14]([O:16][CH2:17][CH2:18][CH2:19][CH2:20][CH2:21][CH2:22][CH2:23][CH2:24][CH2:25][CH2:26][CH2:27][CH2:28][CH2:29][CH2:30][CH2:31][CH2:32][CH2:33][CH3:34])[cH:15]2)=[O:36])[cH:2][cH:3][cH:4][cH:5][cH:6]1. The reactants are ClCCl, CC(C)(C)OC(=O)c1ccc(CCc2ccccc2)cc1NC(=O)c1ccc(-n2cccc2)nc1, O=C(O)C(F)(F)F. Yields the product O=C(Nc1cc(CCc2ccccc2)ccc1C(=O)O)c1ccc(-n2cccc2)nc1. Reaction SMILES: [CH2:43]([Cl:44])[Cl:45].[CH2:8]([CH2:9][c:10]1[cH:11][cH:12][cH:13][cH:14][cH:15]1)[c:16]1[cH:17][c:18]([NH:29][C:30](=[O:31])[c:32]2[cH:33][n:34][c:35](-[n:38]3[cH:39][cH:40][cH:41][cH:42]3)[cH:36][cH:37]2)[c:19]([C:20](=[O:21])[O:22][C:23]([CH3:24])([CH3:25])[CH3:26])[cH:27][cH:28]1.[OH:1][C:2]([C:3]([F:4])([F:5])[F:6])=[O:7]>>[CH2:8]([CH2:9][c:10]1[cH:11][cH:12][cH:13][cH:14][cH:15]1)[c:16]1[cH:17][c:18]([NH:29][C:30](=[O:31])[c:32]2[cH:33][n:34][c:35](-[n:38]3[cH:39][cH:40][cH:41][cH:42]3)[cH:36][cH:37]2)[c:19]([C:20](=[O:21])[OH:22])[cH:27][cH:28]1. Reactants: O (Water), ClC1=C(C=C(C=C1)S(=O)(=O)NOC)C(F)(F)F (4-chloro-N-methoxy-3-(trifluoromethyl)benzenesulfonamide), FC=1C=C(C=CC1F)[N+](=O)[O-] (3,4-difluoronitrobenzene), [H-].[Na+] (sodium hydride). The solvent is CN(C)C=O (DMF). Product: ClC1=C(C=C(C=C1)S(=O)(=O)N(C1=C(C=C(C=C1)[N+](=O)[O-])F)OC)C(F)(F)F (4-Chloro-2′-fluoro-N-methoxy-4′-nitro-3-(trifluoromethyl)benzenesulfonanilide). The yield is 37.3%. RXN SMILES: [Cl:1][C:2]1[CH:7]=[CH:6][C:5]([S:8]([NH:11][O:12][CH3:13])(=[O:10])=[O:9])=[CH:4][C:3]=1[C:14]([F:17])([F:16])[F:15].[F:18][C:19]1[CH:20]=[C:21]([N+:26]([O-:28])=[O:27])[CH:22]=[CH:23][C:24]=1F.[H-].[Na+].O>CN(C=O)C>[Cl:1][C:2]1[CH:7]=[CH:6][C:5]([S:8]([N:11]([O:12][CH3:13])[C:24]2[CH:23]=[CH:22][C:21]([N+:26]([O-:28])=[O:27])=[CH:20][C:19]=2[F:18])(=[O:10])=[O:9])=[CH:4][C:3]=1[C:14]([F:17])([F:15])[F:16] |f:2.3|. Reported procedure: To a solution of 4-chloro-N-methoxy-3-(trifluoromethyl)benzenesulfonamide(0.58 g (2.00 mmol)) and 3,4-difluoronitrobenzene (0.66 ml (5.96 mmol)) in 5.0 ml of DMF, sodium hydride (60%, 0.09 g (2.25 mmol)) was added bit by bit with stirring under cooling with ice. The resulting mixture was stirred under cooling with ice for one hour and allowed to warm-up to room temperature. Water was added to the reaction mixture and the resulting mixture was extracted with diethyl ether. The extract was washed ... As a reaction SMILES: [CH3:42][OH:43].[Cl:29][O-:30].[ClH:41].[I-:25].[Na+:26].[Na+:28].[Na+:31].[Na+:39].[Na+:40].[OH-:27].[OH:15][C:16]([c:17]1[cH:18][cH:19][c:20]([OH:21])[cH:22][cH:23]1)=[O:24].[OH:1][c:2]1[cH:3][c:4]2[cH:5][cH:6][c:7]([C:12](=[O:13])[OH:14])[cH:8][c:9]2[cH:10][cH:11]1.[S:32]([S:33]([O-:34])=[O:35])([O-:36])(=[O:37])=[O:38]>>[OH:1][c:2]1[c:3]([I:25])[c:4]2[cH:5][cH:6][c:7]([C:12](=[O:13])[OH:14])[cH:8][c:9]2[cH:10][cH:11]1. The reactants are CO, [O-]Cl, Cl, [I-], [Na+], [Na+], [Na+], [Na+], [Na+], [OH-], O=C(O)c1ccc(O)cc1, O=C(O)c1ccc2cc(O)ccc2c1, O=S([O-])S(=O)(=O)[O-]. Product: O=C(O)c1ccc2c(I)c(O)ccc2c1. The reactants are C(CC)OC(C1=C(C=C(C=C1)C(F)(F)F)OCCC)=O (2-Propoxy-4-trifluoromethyl-benzoic acid propyl ester). Solvent: [Li+].[OH-] (LiOH). Product: C(CC)OC1=C(C(=O)O)C=CC(=C1)C(F)(F)F (2-propoxy-4-trifluoromethyl-benzoic acid). RXN SMILES: C([O:4][C:5](=[O:20])[C:6]1[CH:11]=[CH:10][C:9]([C:12]([F:15])([F:14])[F:13])=[CH:8][C:7]=1[O:16][CH2:17][CH2:18][CH3:19])CC>[Li+].[OH-]>[CH2:17]([O:16][C:7]1[CH:8]=[C:9]([C:12]([F:13])([F:14])[F:15])[CH:10]=[CH:11][C:6]=1[C:5]([OH:20])=[O:4])[CH2:18][CH3:19] |f:1.2|. Procedure details: 2-Propoxy-4-trifluoromethyl-benzoic acid propyl ester (957 mg, 3.44 mmol) was reacted with 1N LiOH (10 ml) at room temperature for 4 hrs. The reaction solvent was removed in vacuo. Water (30 ml) was added to the resulting residue, which was neutralized with 1 N aqueous HCl solution. The aqueous mixture was extracted with ethylacetate (30 ml×3). A combined organic layer was dried over MgSO4, and concentrated in vacuo to yield quantitatively title compound.